From a dataset of the Open Reaction Database (ORD), a public repository of structured organic reaction records. describe an organic reaction: reactants, conditions, products, and yield Reactants: ClC1=C(C=CC2=CC=CC=C12)CCCN (3-(1-chloronaphthalen-2-yl)propan-1-amine), S1C(=CC=C1)C=O (thiophen-2-carbaldehyde). Product: ClC1=C(C=CC2=CC=CC=C12)CCCNCC=1SC=CC1 (3-(1-chloronaphthalen-2-yl)-N-(thiophen-2-ylmethyl)propan-1-amine). The yield is 70.0%. As a reaction SMILES: [Cl:1][C:2]1[C:11]2[C:6](=[CH:7][CH:8]=[CH:9][CH:10]=2)[CH:5]=[CH:4][C:3]=1[CH2:12][CH2:13][CH2:14][NH2:15].[S:16]1[CH:20]=[CH:19][CH:18]=[C:17]1[CH:21]=O>>[Cl:1][C:2]1[C:11]2[C:6](=[CH:7][CH:8]=[CH:9][CH:10]=2)[CH:5]=[CH:4][C:3]=1[CH2:12][CH2:13][CH2:14][NH:15][CH2:21][C:17]1[S:16][CH:20]=[CH:19][CH:18]=1. Procedure: Prepared from 3-(1-chloronaphthalen-2-yl)propan-1-amine and thiophen-2-carbaldehyde in 70% yield as a slightly red oil. The reactants are S(O)(O)(=O)=O (sulfuric acid), C(#N)C(CC=C)C1=CC=CC=C1 (4-Cyano-4-phenyl-1-butene), C(C)O (ethanol), ice. The reagents and catalysts are O (water). Yields the product C1(=CC=CC=C1)C(C(=O)OCC)CC=C (ethyl 2-phenyl-4-pentenoate). RXN SMILES: [C:1]([CH:3]([C:7]1[CH:12]=[CH:11][CH:10]=[CH:9][CH:8]=1)[CH2:4][CH:5]=[CH2:6])#N.S(=O)(=O)(O)[OH:14].[CH2:18]([OH:20])[CH3:19]>O>[C:7]1([CH:3]([CH2:4][CH:5]=[CH2:6])[C:1]([O:20][CH2:18][CH3:19])=[O:14])[CH:12]=[CH:11][CH:10]=[CH:9][CH:8]=1. Procedure details: 4-Cyano-4-phenyl-1-butene (15 g) is dissolved in 50 ml of ethanol and 3 drops of water whereupon 20 ml of sulfuric acid is added dropwise. The resulting mixture is warmed slowly and then heated under reflux for 6 hours. The reaction mixture is then poured into 100 ml of ice-cold water and extracted with 100 ml of benzene. The extract is dried over magnesium sulfate, and the solvent is distilled off under reduced pressure. The residue is distilled to give 7.0 g of ethyl 2-phenyl-4-pentenoate, boi... Reactants: C(C)N1C(CNCC2=C1C=C(C(=C2)OC)[N+](=O)[O-])=O (1-Ethyl-7-methoxy-8-nitro-1,3,4,5-tetrahydro-benzo[e][1,4]diazepin-2-one), C(C)Br (Ethyl bromide), [I-].[Na+] (Sodium iodide), C(C)(C)N(C(C)C)CC (N,N-Diisopropylethylamine), CN(C=O)C (N,N-Dimethylformamide). Conditions: time 22 hour. Yields the product C(C)N1C(CN(CC2=C1C=C(C(=C2)OC)[N+](=O)[O-])CC)=O (1,4-Diethyl-7-methoxy-8-nitro-1,3,4,5-tetrahydro-benzo[e][1,4]diazepin-2-one), product. RXN SMILES: [CH2:1]([N:3]1[C:9]2[CH:10]=[C:11]([N+:16]([O-:18])=[O:17])[C:12]([O:14][CH3:15])=[CH:13][C:8]=2[CH2:7][NH:6][CH2:5][C:4]1=[O:19])[CH3:2].[CH2:20](Br)[CH3:21].[I-].[Na+].C(N(CC)C(C)C)(C)C.CN(C)C=O>>[CH2:1]([N:3]1[C:9]2[CH:10]=[C:11]([N+:16]([O-:18])=[O:17])[C:12]([O:14][CH3:15])=[CH:13][C:8]=2[CH2:7][N:6]([CH2:20][CH3:21])[CH2:5][C:4]1=[O:19])[CH3:2] |f:2.3|. Reported procedure: A mixture of 1-Ethyl-7-methoxy-8-nitro-1,3,4,5-tetrahydro-benzo[e][1,4]diazepin-2-one (0.42 g, 0.0016 mol), Ethyl bromide (0.244 mL, 0.00329 mol), Sodium iodide (0.0033 g, 0.000022 mol) and N,N-Diisopropylethylamine (1.14 mL, 0.00654 mol) in N,N-Dimethylformamide (4 mL, 0.05 mol) was stirred at room temperature for 22 hrs. The reaction was evaporated and the residue taken up in DCM/water, separated, washed, dried and evaporated to give 1,4-Diethyl-7-methoxy-8-nitro-1,3,4,5-tetrahydro-benzo[e][1,... The reactants are NaH2PO4, Cl(=O)[O-].[Na+] (sodium chlorite), FC(CNC=1C(=C(C(=CC1)Cl)CC=O)F)(C1=CC=CC=C1)F (2{-3-[(2,2-difluoro-2-phenylethyl)amino]-6-chloro-2-fluorophenyl}ethanal), Cl (HCl). Run in CS(=O)C (DMSO), O (H2O), O (H2O). Run at time 8 hour. Yields the product FC(CNC=1C(=C(C(=CC1)Cl)CC(=O)O)F)(C1=CC=CC=C1)F (2-{3-[(2,2-Difluoro-2-phenylethyl)amino]-6-chloro-2-fluorophenyl}acetic Acid). The yield is 51.3%. As a reaction SMILES: Cl([O-])=[O:2].[Na+].[F:5][C:6]([F:26])([C:20]1[CH:25]=[CH:24][CH:23]=[CH:22][CH:21]=1)[CH2:7][NH:8][C:9]1[C:10]([F:19])=[C:11]([CH2:16][CH:17]=[O:18])[C:12]([Cl:15])=[CH:13][CH:14]=1.Cl>O.CS(C)=O>[F:26][C:6]([F:5])([C:20]1[CH:21]=[CH:22][CH:23]=[CH:24][CH:25]=1)[CH2:7][NH:8][C:9]1[C:10]([F:19])=[C:11]([CH2:16][C:17]([OH:2])=[O:18])[C:12]([Cl:15])=[CH:13][CH:14]=1 |f:0.1|. Procedure details: A solution of sodium chlorite (692 mg, 6.11 mmol) in H2O (6.1 mL) was added over a period of 30 minutes to a stirred mixture of 2{-3-[(2,2-difluoro-2-phenylethyl)amino]-6-chloro-2-fluorophenyl}ethanal (1.43 g, 4.37 mmol), as prepared in the preceding step, in DMSO (4.5 mL) and of NaH2PO4 (141 mg, 1.18 mmol) in H2O (1.7 mL). After the addition, the mixture was stirred at ambient temperature overnight, acidified with 10 M HCl to pH 1, and extracted with DCM (3 times). The extracts were combined, w... The reactants are OO (hydrogen peroxide), C=1(C(O)=CC=C(C=CC)C1)OC (isoeugenol), 1-(4-hydroxy-3-methoxyphenyl)-propane-1,2-diol monoformate, S(O)(O)(=O)=O (sulfuric acid), C1(=CC=CC=C1)C (toluene). Solvent: C(=O)O (formic acid), C(=O)O (formic acid). Reaction conditions: time 3 hour. Product: CC(=O)CC1=CC(OC)=C(O)C=C1 (methylvanillyl ketone). Isolated yield 48.0%. RXN SMILES: OO.[C:3]1([O:13][CH3:14])[C:4](=[CH:6][CH:7]=[C:8]([CH:12]=1)[CH:9]=[CH:10][CH3:11])[OH:5].S(=O)(=O)(O)[OH:16].C1(C)C=CC=CC=1>C(O)=O>[CH3:11][C:10]([CH2:9][C:8]1[CH:7]=[CH:6][C:4]([OH:5])=[C:3]([O:13][CH3:14])[CH:12]=1)=[O:16]. Reported procedure: A solution of 30% aqueous hydrogen peroxide (9 ml, 85.5 mm) and formic acid (16 ml, 88%) is added to a solution of isoeugenol (8.1 gm, 50 mm) in formic acid (4 ml). The reaction mixture is stirred at 35° C.-40° C. under nitrogen atmosphere for 3 hours. The resulting 1-(4-hydroxy-3-methoxyphenyl)-propane-1,2-diol-monoformate is treated with 10% aqueous sulfuric acid (125 ml.) and toluene (125 ml.). After refluxing with mixing for 6 hours, the reaction mixture is cooled to room temperature, and th...